The task is: describe an organic reaction: reactants, conditions, products, and yield. This data is from the Open Reaction Database (ORD), a public repository of structured organic reaction records. The reactants are C1(=CC=CC=C1)C(C1=CC=C(C=C1)C(F)(F)F)N (rac-C-phenyl-C-(4-trifluoromethyl-phenyl)-methylamine), C1(=CC=CC=C1)CCC(=O)NCC(=O)O ((3-phenyl-propionylamino)-acetic acid). Product: C1(=CC=CC=C1)CCC(=O)NCC(NC(C1=CC=C(C=C1)C(F)(F)F)C1=CC=CC=C1)=O (rac-3-Phenyl-N-({[phenyl-(4-trifluoromethyl-phenyl)-methyl]-carbamoyl}-methyl)-propionamide). As a reaction SMILES: [C:1]1([CH:7]([NH2:18])[C:8]2[CH:13]=[CH:12][C:11]([C:14]([F:17])([F:16])[F:15])=[CH:10][CH:9]=2)[CH:6]=[CH:5][CH:4]=[CH:3][CH:2]=1.[C:19]1([CH2:25][CH2:26][C:27]([NH:29][CH2:30][C:31](O)=[O:32])=[O:28])[CH:24]=[CH:23][CH:22]=[CH:21][CH:20]=1>>[C:19]1([CH2:25][CH2:26][C:27]([NH:29][CH2:30][C:31](=[O:32])[NH:18][CH:7]([C:1]2[CH:2]=[CH:3][CH:4]=[CH:5][CH:6]=2)[C:8]2[CH:13]=[CH:12][C:11]([C:14]([F:16])([F:17])[F:15])=[CH:10][CH:9]=2)=[O:28])[CH:24]=[CH:23][CH:22]=[CH:21][CH:20]=1. Reported procedure: Prepared in analogy to example 1.1 from rac-C-phenyl-C-(4-trifluoromethyl-phenyl)-methylamine (CA [154238-38-2]) and (3-phenyl-propionylamino)-acetic acid (CA [56613-60-6]). Starting materials: [Br-], C1COCCO1, C[Mg+], Cl, [Cu]I, C1CCOC1, CC(C)(O)c1cc(C=C(C#N)C#N)no1. Product: CC(C)(O)c1cc(CC(C#N)C#N)no1. RXN SMILES: [Br-:16].[CH2:20]1[O:21][CH2:22][CH2:23][O:24][CH2:25]1.[CH3:17][Mg+:18].[ClH:19].[Cu:31][I:32].[O:26]1[CH2:27][CH2:28][CH2:29][CH2:30]1.[OH:1][C:2]([CH3:3])([CH3:4])[c:5]1[cH:6][c:7]([CH:10]=[C:11]([C:12]#[N:13])[C:14]#[N:15])[n:8][o:9]1>>[OH:1][C:2]([CH3:3])([CH3:4])[c:5]1[cH:6][c:7]([CH2:10][CH:11]([C:12]#[N:13])[C:14]#[N:15])[n:8][o:9]1. Reactants: C(C1=CC=CC=C1)Br (benzylbromide), N[C@@H]1CC[C@H](CC1)O (trans-4-amino-cyclohexanol), O (water), C([O-])([O-])=O.[K+].[K+] (potassium carbonate). Run in C(C)O (ethanol). Reaction conditions: time 1 hour. Yields the product C(C1=CC=CC=C1)N([C@@H]1CC[C@H](CC1)O)CC1=CC=CC=C1 (trans-4-dibenzylamino-cyclohexanol). Isolated yield 92.0%. As a reaction SMILES: [CH2:1](Br)[C:2]1[CH:7]=[CH:6][CH:5]=[CH:4][CH:3]=1.[NH2:9][C@H:10]1[CH2:15][CH2:14][C@H:13]([OH:16])[CH2:12][CH2:11]1.O.C(=O)([O-])[O-].[K+].[K+]>C(O)C>[CH2:1]([N:9]([CH2:1][C:2]1[CH:7]=[CH:6][CH:5]=[CH:4][CH:3]=1)[C@H:10]1[CH2:15][CH2:14][C@H:13]([OH:16])[CH2:12][CH2:11]1)[C:2]1[CH:7]=[CH:6][CH:5]=[CH:4][CH:3]=1 |f:3.4.5|. Procedure: 140 ml of benzylbromide are added dropwise to a mixture of 61 g of trans-4-amino-cyclohexanol, 350 ml of water, 350 ml of ethanol and 110 g of potassium carbonate. The mixture is then heated to boiling for 1 hour, cooled and the crystalline residue is suction filtered. The residue is taken up in 1.51 of cyclohexane, the mixture is boiled, cooled and suction filtered. Washing with cyclohexane and drying in vacuo yields 108 g (92% of theory) of trans-4-dibenzylamino-cyclohexanol. Starting materials: C(C)(C)(C)OC(=O)NCCC1NCCCC1 (N-t-butoxycarbonyl 2-(piperidin-2-yl) ethylamine), CCN(C(C)C)C(C)C (DIEA), FC1=NC=CC=C1 (2-fluoropyridine). Solvent: CC#N (CH3CN). Conditions: temperature 100 celsius. Yields the product C(C)(C)(C)OC(=O)NCCC1CCN(CC1)C1=NC=CC=C1 (N-t-butoxycarbonyl 2-[1-(pyrid-2-yl)piperidin-4-yl]ethylamine). As a reaction SMILES: [C:1]([O:5][C:6]([NH:8][CH2:9][CH2:10][CH:11]1CCCCN1)=[O:7])([CH3:4])([CH3:3])[CH3:2].[CH3:17][CH2:18][N:19]([CH:23]([CH3:25])C)[CH:20]([CH3:22])C.F[C:27]1[CH:32]=[CH:31]C=C[N:28]=1>CC#N>[C:1]([O:5][C:6]([NH:8][CH2:9][CH2:10][CH:11]1[CH2:17][CH2:18][N:19]([C:20]2[CH:22]=[CH:31][CH:32]=[CH:27][N:28]=2)[CH2:23][CH2:25]1)=[O:7])([CH3:2])([CH3:4])[CH3:3]. Procedure: To a solution of N-t-butoxycarbonyl 2-(piperidin-2-yl) ethylamine (8.1 g) and DIEA (14.1 mL) in CH3CN (29 mL) was added 2-fluoropyridine (3.5 mL) and the resulting mixture was heated in a sealed-tube at 100° C. for three days. Solvent was removed and the crude product was purified via column chromatography (20% EtOAc/hexane) to afford 3.9 g of N-t-butoxycarbonyl 2-[1-(pyrid-2-yl)piperidin-4-yl]ethylamine. 1H NMR (CDCl3) δ=8.16 (dd, J=1.8, 5.0 Hz, 1H), 7.44–7.38 (m, 1H), 6.61 (d, J=8.7 Hz, 1H), 6... The reactants are ClC1=NC(=NC(=N1)Cl)N=C=O (4,6-dichloro-1,3,5-triazin-2-yl isocyanate), C(=C)C1=C(C=CC=C1)S(=O)(=O)N (2-ethenylbenzenesulfonamide). Run in C(C)#N (acetonitrile). Reaction conditions: time 16 hour. The product is ClC1=NC(=NC(=N1)Cl)NC(=O)NS(=O)(=O)C1=C(C=CC=C1)C=C (N-[(4,6-Dichloro-1,3,5-triazin-2-yl)aminocarbonyl]-2-ethenylbenzenesulfonamide). Reaction SMILES: [Cl:1][C:2]1[N:7]=[C:6]([Cl:8])[N:5]=[C:4]([N:9]=[C:10]=[O:11])[N:3]=1.[CH:12]([C:14]1[CH:19]=[CH:18][CH:17]=[CH:16][C:15]=1[S:20]([NH2:23])(=[O:22])=[O:21])=[CH2:13]>C(#N)C>[Cl:8][C:6]1[N:7]=[C:2]([Cl:1])[N:3]=[C:4]([NH:9][C:10]([NH:23][S:20]([C:15]2[CH:16]=[CH:17][CH:18]=[CH:19][C:14]=2[CH:12]=[CH2:13])(=[O:21])=[O:22])=[O:11])[N:5]=1. Reported procedure: A solution of 4,6-dichloro-1,3,5-triazin-2-yl isocyanate (0.87 g, 4.5 mmol) in acetonitrile (9 ml) is contacted with 2-ethenylbenzenesulfonamide (0.83 g, 4.5 mmol) and stirred for 16 hours. The mixture is then evaporated under reduced pressure to yield the title compound which is used directly in subsequent reactions. Reactants: CC(Cl)c1cccnc1, OC%14=CC=C([N+]([O-])=O)C%15=C%14N=CC=C%15. The reagents and catalysts are O=C([O-])[O-].[Cs+].[Cs+] (cesium carbonate), [I-].[K+] (potassium iodide). The solvent is CN(C)C=O (DMF), CN(C)C=O (dmf), CN(C)C=O (DMF). Reaction conditions: temperature 70 celsius, time 16 hour. The product is O=[N+]([O-])C(C%21=C%22N=CC=C%21)=CC=C%22OC(C)C%23=CC=CN=C%23. Procedure: A solution of triphenylphosphine (238 mg, 0.91 mmol) in methylene chloride (10 mL) was cooled to 0° C. and then treated with N-bromosuccinimide (183 mg, 1.0103 mmol). The reaction mixture was stirred at 0° C. until it became homogeneous. The resulting light purple reaction mixture was then treated with 2(R)-(3-chloro-4-methanesulfonyl-phenyl)-3-cyclopentyl-propionic acid (prepared as in Example 19, 200 mg, 0.61 mmol). The reaction mixture was stirred at 0° C. for 20 min and then allowed to warm ... Reaction SMILES: C1(P(C2C=CC=CC=2)C2C=CC=CC=2)C=CC=CC=1.BrN1C(=O)CCC1=O.[Cl:28][C:29]1[CH:30]=[C:31]([C@@H:39]([CH2:43][CH:44]2[CH2:48][CH2:47][CH2:46][CH2:45]2)[C:40]([OH:42])=O)[CH:32]=[CH:33][C:34]=1[S:35]([CH3:38])(=[O:37])=[O:36].[NH2:49][C:50]1[NH:51][C:52]2[CH:58]=[CH:57][CH:56]=[CH:55][C:53]=2[N:54]=1.N1C=CC=CC=1>C(Cl)Cl.O>[NH:51]1[C:52]2[CH:58]=[CH:57][CH:56]=[CH:55][C:53]=2[N:54]=[C:50]1[NH:49][C:40](=[O:42])[C@@H:39]([C:31]1[CH:32]=[CH:33][C:34]([S:35]([CH3:38])(=[O:36])=[O:37])=[C:29]([Cl:28])[CH:30]=1)[CH2:43][CH:44]1[CH2:48][CH2:47][CH2:46][CH2:45]1. Yield: 55.1%. The solvent is O (water), C(Cl)Cl (methylene chloride). Conditions: temperature 0 celsius. Yields the product hexanes ethyl acetate, N1C(=NC2=C1C=CC=C2)NC([C@H](CC2CCCC2)C2=CC(=C(C=C2)S(=O)(=O)C)Cl)=O (N-(1H-benzoimidazol-2-yl)-(R)-(3-chloro-4-methanesulfonyl-phenyl)-3-cyclopentyl-propionamide). Reactants: C1(=CC=CC=C1)P(C1=CC=CC=C1)C1=CC=CC=C1 (triphenylphosphine), ClC=1C=C(C=CC1S(=O)(=O)C)[C@H](C(=O)O)CC1CCCC1 (2(R)-(3-chloro-4-methanesulfonyl-phenyl)-3-cyclopentyl-propionic acid), NC=1NC2=C(N1)C=CC=C2 (2-aminobenzimidazole), N1=CC=CC=C1 (pyridine), BrN1C(CCC1=O)=O (N-bromosuccinimide). Starting materials: CCCC=Cc1c(C)cccc1C(=O)NC1(C(=O)OCC)Cc2ccccc2C1, CCO. Product: CCCCCc1c(C)cccc1C(=O)NC1(C(=O)OCC)Cc2ccccc2C1. Reaction SMILES: [CH2:1]([CH3:2])[O:3][C:4](=[O:5])[C:6]1([NH:15][C:16]([c:17]2[c:18]([CH:24]=[CH:25][CH2:26][CH2:27][CH3:28])[c:19]([CH3:23])[cH:20][cH:21][cH:22]2)=[O:29])[CH2:7][c:8]2[cH:9][cH:10][cH:11][cH:12][c:13]2[CH2:14]1.[CH3:30][CH2:31][OH:32]>>[CH2:1]([CH3:2])[O:3][C:4](=[O:5])[C:6]1([NH:15][C:16]([c:17]2[c:18]([CH2:24][CH2:25][CH2:26][CH2:27][CH3:28])[c:19]([CH3:23])[cH:20][cH:21][cH:22]2)=[O:29])[CH2:7][c:8]2[cH:9][cH:10][cH:11][cH:12][c:13]2[CH2:14]1. Reactants: C1CCOC1, COC(=O)c1cc(-c2ccc(C)cn2)cc(-n2cnnn2)c1, [Li+], [OH-], O, O. Product: Cc1ccc(-c2cc(C(=O)O)cc(-n3cnnn3)c2)nc1. As a reaction SMILES: [CH2:27]1[O:28][CH2:29][CH2:30][CH2:31]1.[CH3:4][O:5][C:6]([c:7]1[cH:8][c:9](-[c:18]2[n:19][cH:20][c:21]([CH3:24])[cH:22][cH:23]2)[cH:10][c:11](-[n:13]2[n:14][n:15][n:16][cH:17]2)[cH:12]1)=[O:25].[Li+:2].[OH-:1].[OH2:26].[OH2:3]>>[O:5]=[C:6]([c:7]1[cH:8][c:9](-[c:18]2[n:19][cH:20][c:21]([CH3:24])[cH:22][cH:23]2)[cH:10][c:11](-[n:13]2[n:14][n:15][n:16][cH:17]2)[cH:12]1)[OH:25]. Reactants: [BH3-]OC(C)=O, CO, CC(=O)O, ClCCl, COc1ccc2ncc(=O)n(CCN3CCC(N)CC3)c2n1, [Na+], O=Cc1ccc2c(n1)NC(=O)CO2. Product: COc1ccc2ncc(=O)n(CCN3CCC(NCc4ccc5c(n4)NC(=O)CO5)CC3)c2n1. RXN SMILES: [C:36]([O:37][BH3-:38])(=[O:39])[CH3:40].[CH3:42][OH:43].[CH3:47][C:48](=[O:49])[OH:50].[Cl:44][CH2:45][Cl:46].[NH2:1][CH:2]1[CH2:3][CH2:4][N:5]([CH2:8][CH2:9][n:10]2[c:11]3[c:12]([n:13][cH:14][c:15]2=[O:16])[cH:17][cH:18][c:19]([O:21][CH3:22])[n:20]3)[CH2:6][CH2:7]1.[Na+:41].[O:23]=[C:24]1[NH:25][c:26]2[c:27]([cH:30][cH:31][c:32]([CH:34]=[O:35])[n:33]2)[O:28][CH2:29]1>>[NH:1]([CH:2]1[CH2:3][CH2:4][N:5]([CH2:8][CH2:9][n:10]2[c:11]3[c:12]([n:13][cH:14][c:15]2=[O:16])[cH:17][cH:18][c:19]([O:21][CH3:22])[n:20]3)[CH2:6][CH2:7]1)[CH2:34][c:32]1[cH:31][cH:30][c:27]2[c:26]([n:33]1)[NH:25][C:24](=[O:23])[CH2:29][O:28]2.